From a dataset of the Open Reaction Database (ORD), a public repository of structured organic reaction records. describe an organic reaction: reactants, conditions, products, and yield Reactants: ClC1=CC(N(C(N1CC1=CC=C(C=C1)C1=C(C=CC=C1)C1=NN=NN1C(C1=CC=CC=C1)(C1=CC=CC=C1)C1=CC=CC=C1)=O)CCC)=O (6-chloro-3-propyl-1-[[2'-(N-trityltetrazol-5-yl)biphenyl-4-yl]methyl]pyrimidine-2,4(1H,3H)-dione), C(CC)S (propylmercaptan), C([O-])([O-])=O.[K+].[K+] (potassium carbonate). Run in C(C)#N (acetonitrile). Product: C(CC)N1C(N(C(=CC1=O)SCCC)CC1=CC=C(C=C1)C1=C(C=CC=C1)C1=NN=NN1)=O (3-Propyl-6-propylthio-1-[[2'-(1H-tetrazol-5-yl)biphenyl-4-yl]methyl]pyrimidine-2,4(1H,3H)-dione). Yield: 56.0%. As a reaction SMILES: Cl[C:2]1[N:7]([CH2:8][C:9]2[CH:14]=[CH:13][C:12]([C:15]3[CH:20]=[CH:19][CH:18]=[CH:17][C:16]=3[C:21]3[N:25](C(C4C=CC=CC=4)(C4C=CC=CC=4)C4C=CC=CC=4)[N:24]=[N:23][N:22]=3)=[CH:11][CH:10]=2)[C:6](=[O:45])[N:5]([CH2:46][CH2:47][CH3:48])[C:4](=[O:49])[CH:3]=1.[CH2:50]([SH:53])[CH2:51][CH3:52].C(=O)([O-])[O-].[K+].[K+]>C(#N)C>[CH2:46]([N:5]1[C:4](=[O:49])[CH:3]=[C:2]([S:53][CH2:50][CH2:51][CH3:52])[N:7]([CH2:8][C:9]2[CH:14]=[CH:13][C:12]([C:15]3[CH:20]=[CH:19][CH:18]=[CH:17][C:16]=3[C:21]3[NH:25][N:24]=[N:23][N:22]=3)=[CH:11][CH:10]=2)[C:6]1=[O:45])[CH2:47][CH3:48] |f:2.3.4|. Procedure: A mixture of 6-chloro-3-propyl-1-[[2'-(N-trityltetrazol-5-yl)biphenyl-4-yl]methyl]pyrimidine-2,4(1H,3H)-dione (1 g), propylmercaptan (0.17 ml) and potassium carbonate (0.25 g) in acetonitrile (10 ml) was heated under reflux for 3 hours with stirring. The insoluble material was removed from the reaction mixture by filtration and the filtrate was concentrated to dryness. The resulting residue was dissolved in methanol (30 ml) and then 1N hydrochloric acid (3.0 ml) was added to the solution, follow... Reaction SMILES: [C:1]([NH:4][C:5](=[NH:7])[SH:6])(=[O:3])[CH3:2].[Cl:8][CH2:9][C:10](=O)[CH2:11]Cl.N1C=CC=CC=1>CC(C)=O>[Cl:8][CH2:9][C:10]1[N:7]=[C:5]([NH:4][C:1](=[O:3])[CH3:2])[S:6][CH:11]=1. Product: ClCC=1N=C(SC1)NC(C)=O (N-(4-(chloromethyl)thiazol-2-yl)acetamide). Starting materials: C(C)(=O)NC(S)=N (1-acetylisothiourea), ClCC(CCl)=O (1,3-dichloropropan-2-one), N1=CC=CC=C1 (pyridine). Procedure details: N-(4-(chloromethyl)thiazol-2-yl)acetamide was prepared following a literature procedure (Silberg, A.; Frenkel, Z.; Bull. Soc. Chim. Fr.; 1967; 2235-2238). A suspension of 1-acetylisothiourea (3.55 g, 0.03 mol), 1,3-dichloropropan-2-one (3.8 g, 0.03 mol) and pyridine (1.96 g, 2 ml, 0.025 mol) in acetone (10 ml) was heated at 100 C in an oil bath for 20 minutes. A flocculent white solid formed. After cooling to room temperature, the reaction mixture was filtered to collect the white solid. The fil... The solvent is CC(=O)C (acetone). Yield: 50.5%. The reactants are CC(=O)C1=CC=C(C=C1)I (4-iodoacetophenone), CC(=O)C1=CC=C(C=C1)I (4-iodoacetophenone), C(C)OC(C(F)(F)Br)=O (bromodifluoroacetic acid ethyl ester). The reagents and catalysts are [Cu] (copper). Run in CS(=O)C (DMSO). Run at temperature 55 celsius, time 24 hour. Product: C(C)OC(C(F)(F)C1=CC=C(C=C1)C(C)=O)=O (2-(4-acetylphenyl)-2,2-difluoroacetic acid ethyl ester). Reaction SMILES: [CH3:1][C:2]([C:4]1[CH:9]=[CH:8][C:7](I)=[CH:6][CH:5]=1)=[O:3].[CH2:11]([O:13][C:14](=[O:19])[C:15](Br)([F:17])[F:16])[CH3:12]>[Cu].CS(C)=O>[CH2:11]([O:13][C:14](=[O:19])[C:15]([C:7]1[CH:8]=[CH:9][C:4]([C:2](=[O:3])[CH3:1])=[CH:5][CH:6]=1)([F:17])[F:16])[CH3:12]. Procedure: According to the Kumadaki method (supra) and the above-described scheme, 4-iodoacetophenone (Compound 1e; 1.23 g, 5.0 mmol), bromodifluoroacetic acid ethyl ester (1.22 g, 6.0 mmol), copper powder (768.0 mg, 12.0 mmol) and DMSO (10.0 mL) were put into a two-neck reaction tube, and the mixture was stirred under argon atmosphere at 55° C. for 24 hours. The reaction mixture was extracted with ethyl acetate and washed with water, and an organic layer was dried with anhydrous sodium sulfate. Ethyl ace... The reactants are CN1CCNCC1, COC(=O)c1sc2cc(F)ccc2c1N, CN1CCCC1=O, O. The product is Nc1csc2cc(F)ccc12. RXN SMILES: [CH3:16][N:17]1[CH2:18][CH2:19][NH:20][CH2:21][CH2:22]1.[CH3:1][O:2][C:3](=[O:4])[c:5]1[c:6]([NH2:15])[c:7]2[c:8]([s:9]1)[cH:10][c:11]([F:14])[cH:12][cH:13]2.[CH3:23][N:24]1[CH2:25][CH2:26][CH2:27][C:28]1=[O:29].[OH2:30]>>[cH:5]1[c:6]([NH2:15])[c:7]2[c:8]([s:9]1)[cH:10][c:11]([F:14])[cH:12][cH:13]2. The reactants are C(C)OC(=O)C=1NC(=CC1C)C=CC(=O)OC(C)(C)C (5-(2-tert-butoxycarbonyl-vinyl)-3-methyl-1H-pyrrole-2-carboxylic acid ethyl ester), C(C)O (ethanol). Reagents/catalysts: [Pd] (palladium on carbon). Run in C(C)(=O)OCC (ethyl acetate). Yields the product C(C)OC(=O)C=1NC(=CC1C)CCC(=O)OC(C)(C)C (5-(2-tert-butoxycarbonyl-ethyl)-3-methyl-1H-pyrrole-2-carboxylic acid ethyl ester). The yield is 99.7%. RXN SMILES: [CH2:1]([O:3][C:4]([C:6]1[NH:7][C:8]([CH:12]=[CH:13][C:14]([O:16][C:17]([CH3:20])([CH3:19])[CH3:18])=[O:15])=[CH:9][C:10]=1[CH3:11])=[O:5])[CH3:2].C(O)C>C(OCC)(=O)C.[Pd]>[CH2:1]([O:3][C:4]([C:6]1[NH:7][C:8]([CH2:12][CH2:13][C:14]([O:16][C:17]([CH3:18])([CH3:20])[CH3:19])=[O:15])=[CH:9][C:10]=1[CH3:11])=[O:5])[CH3:2]. Procedure details: A solution of 5-(2-tert-butoxycarbonyl-vinyl)-3-methyl-1H-pyrrole-2-carboxylic acid ethyl ester (2.48 g) in ethyl acetate (60(mL) and ethanol (30 mL) was hydrogenated using 1% palladium on carbon at room temperature for overnight to give 2.49 g (100%) of 5-(2-tert-butoxycarbonyl-ethyl)-3-methyl-1H-pyrrole-2-carboxylic acid ethyl ester as a white solid. 1H NMR (300 MHz, DMSO-d6) δ 11.12 (br s, 1H, NH), 5.74 (d, J=2.3 Hz, 1H), 4.17 (q, J=7.1 Hz, 2H, OCH2), 2.71 (t, J=7.5 Hz, 2H, CH2), 2.47 (t, J=7... Starting materials: C(N)(=O)C1N(CCC1)CC1=CC=C(C=C1)Cl (2-carbamoyl-1-(4-chlorobenzyl)pyrrolidine), Cl (HCl), [OH-].[Na+] (NaOH), Cl (HCl). The solvent is B.C1CCOC1 (BH3-THF), B.C1CCOC1 (BH3-THF). Run at temperature 70 celsius, time 16 hour. Yields the product C(CC)O.O.[NH4+].[OH-] (PrOH—H2O NH4OH), NCC1N(CCC1)CC1=CC=C(C=C1)Cl (2-(aminomethyl)-1-(4-chlorobenzyl)pyrrolidine). Yield: 86.0%. As a reaction SMILES: [C:1]([CH:4]1[CH2:8][CH2:7][CH2:6][N:5]1[CH2:9][C:10]1[CH:15]=[CH:14][C:13]([Cl:16])=[CH:12][CH:11]=1)(=[O:3])[NH2:2].Cl.[OH-:18].[Na+]>B.C1COCC1>[CH2:1]([OH:3])[CH2:4][CH3:8].[OH2:18].[NH4+:2].[OH-:3].[NH2:2][CH2:1][CH:4]1[CH2:8][CH2:7][CH2:6][N:5]1[CH2:9][C:10]1[CH:11]=[CH:12][C:13]([Cl:16])=[CH:14][CH:15]=1 |f:2.3,4.5,6.7.8.9|. Reported procedure: 2-carbamoyl-1-(4-chlorobenzyl)pyrrolidine was dissolved in 1M BH3-THF (9.4 mL) and heated to 70° C. After 16 h and 25 h, additional 0.5 equiv. of 1M BH3-THF were added. After 40 h, 1 N aqueous HCl solution (14 mL) was added and the reaction was heated to reflux for 3 h, 3 N aqueous HCl solution (6 mL) was added and the reaction was heated for an additional 3 h. The reaction mixture was cooled to 25° C., basicified with 4 N aqueous NaOH solution and extracted with CH2Cl2 (4×15 mL). Chromatography... The reactants are BrCCOc1cccc(-c2noc3ccsc23)c1, O=C([O-])[O-], CC#N, [K+], [K+], NCc1cccs1. Product: c1cc(OCCNCc2cccs2)cc(-c2noc3ccsc23)c1. As a reaction SMILES: [Br:1][CH2:2][CH2:3][O:4][c:5]1[cH:6][c:7](-[c:11]2[n:12][o:13][c:14]3[c:15]2[s:16][cH:17][cH:18]3)[cH:8][cH:9][cH:10]1.[C:19](=[O:20])([O-:21])[O-:22].[CH3:32][C:33]#[N:34].[K+:23].[K+:24].[s:25]1[c:26]([CH2:30][NH2:31])[cH:27][cH:28][cH:29]1>>[CH2:2]([CH2:3][O:4][c:5]1[cH:6][c:7](-[c:11]2[n:12][o:13][c:14]3[c:15]2[s:16][cH:17][cH:18]3)[cH:8][cH:9][cH:10]1)[NH:31][CH2:30][c:26]1[s:25][cH:29][cH:28][cH:27]1.